Dataset: the Open Reaction Database (ORD), a public repository of structured organic reaction records. Task: describe an organic reaction: reactants, conditions, products, and yield Starting materials: COc1ccc2c(c1)C(N1CCN(CCCO)CC1)Cc1ccccc1S2, CCCCCCCC(=O)O, [NH4+], [OH-], O, c1ccccc1. RXN SMILES: [CH3:1][O:2][c:3]1[cH:4][cH:5][c:6]2[c:7]([cH:27]1)[CH:8]([N:17]1[CH2:18][CH2:19][N:20]([CH2:23][CH2:24][CH2:25][OH:26])[CH2:21][CH2:22]1)[CH2:9][c:10]1[c:11]([cH:13][cH:14][cH:15][cH:16]1)[S:12]2.[CH3:28][CH2:29][CH2:30][CH2:31][CH2:32][CH2:33][CH2:34][C:35]([OH:36])=[O:37].[NH4+:39].[OH-:40].[OH2:38].[cH:41]1[cH:42][cH:43][cH:44][cH:45][cH:46]1>>[CH3:1][O:2][c:3]1[cH:4][cH:5][c:6]2[c:7]([cH:27]1)[CH:8]([N:17]1[CH2:18][CH2:19][N:20]([CH2:23][CH2:24][CH2:25][O:26][C:35]([CH2:34][CH2:33][CH2:32][CH2:31][CH2:30][CH2:29][CH3:28])=[O:36])[CH2:21][CH2:22]1)[CH2:9][c:10]1[c:11]([cH:13][cH:14][cH:15][cH:16]1)[S:12]2. Product: CCCCCCCC(=O)OCCCN1CCN(C2Cc3ccccc3Sc3ccc(OC)cc32)CC1.